Dataset: the Open Reaction Database (ORD), a public repository of structured organic reaction records. Task: describe an organic reaction: reactants, conditions, products, and yield Reactants: [NH4+].[OH-] (NH4OH), C(C)(=O)C1=CC=C(O1)CN1N=CC(=C1)NC(=O)C=1N=COC1C1=CC(=CC=C1)C#N (5-(3-Cyano-phenyl)-oxazole-4-carboxylic acid [1-(5-acetyl-furan-2-ylmethyl)-1H-pyrazol-4-yl]-amide), Cl (HCl). The solvent is S(O)(O)(=O)=O (sulfuric acid). Product: C(C)(=O)C1=CC=C(O1)CN1N=CC(=C1)NC(=O)C=1N=COC1C1=CC(=CC=C1)C(N)=O (5-(3-Carbamoyl-phenyl)-oxazole-4-carboxylic acid [1-(5-acetyl-furan-2-ylmethyl)-1H-pyrazol-4-yl]-amide). As a reaction SMILES: [C:1]([C:4]1[O:8][C:7]([CH2:9][N:10]2[CH:14]=[C:13]([NH:15][C:16]([C:18]3[N:19]=[CH:20][O:21][C:22]=3[C:23]3[CH:28]=[CH:27][CH:26]=[C:25]([C:29]#[N:30])[CH:24]=3)=[O:17])[CH:12]=[N:11]2)=[CH:6][CH:5]=1)(=[O:3])[CH3:2].[NH4+].[OH-:32].Cl>S(=O)(=O)(O)O>[C:1]([C:4]1[O:8][C:7]([CH2:9][N:10]2[CH:14]=[C:13]([NH:15][C:16]([C:18]3[N:19]=[CH:20][O:21][C:22]=3[C:23]3[CH:28]=[CH:27][CH:26]=[C:25]([C:29](=[O:32])[NH2:30])[CH:24]=3)=[O:17])[CH:12]=[N:11]2)=[CH:6][CH:5]=1)(=[O:3])[CH3:2] |f:1.2|. Reported procedure: 5-(3-Cyano-phenyl)-oxazole-4-carboxylic acid [1-(5-acetyl-furan-2-ylmethyl)-1H-pyrazol-4-yl]-amide (50 mg, 0.112 mmol) in 97% sulfuric acid (0.17 mL) was stirred at rt overnight. The reaction mixture was then poured onto crushed ice, adjusted to pH 9 with NH4OH, and then strongly acidified with HCl 25%. The precipitate was filtered and washed with water until neutral pH. After drying, the title compound was obtained as a beige solid. LC-MS-conditions 02: tR=0.81 min; [M+H]+=420.12. Starting materials: Cl (hydrochloric acid), C1(=CC=CC=C1)C(CNC1=C2N=CN(C2=NC(=N1)CNC(N(CCC1=NC=CC=C1)C)=O)C1OCCCC1)C1=CC=CC=C1 (N′-({6-[(2,2-diphenylethyl)amino]-9-tetrahydro-2H-pyran-2-yl-9H-purin-2-yl}methyl)-N-methyl-N-[2-(2-pyridinyl)ethyl]urea). The solvent is CO (methanol). Run at time 16 hour. Yields the product C1(=CC=CC=C1)C(CNC1=C2N=CNC2=NC(=N1)CNC(N(CCC1=NC=CC=C1)C)=O)C1=CC=CC=C1 (N′-({6-[(2,2-Diphenylethyl)amino]-9H-purin-2-yl}methyl)-N-methyl-N-[2-(2-pyridinyl)ethyl]urea). RXN SMILES: Cl.[C:2]1([CH:8]([C:40]2[CH:45]=[CH:44][CH:43]=[CH:42][CH:41]=2)[CH2:9][NH:10][C:11]2[N:19]=[C:18]([CH2:20][NH:21][C:22](=[O:33])[N:23]([CH3:32])[CH2:24][CH2:25][C:26]3[CH:31]=[CH:30][CH:29]=[CH:28][N:27]=3)[N:17]=[C:16]3[C:12]=2[N:13]=[CH:14][N:15]3C2CCCCO2)[CH:7]=[CH:6][CH:5]=[CH:4][CH:3]=1>CO>[C:40]1([CH:8]([C:2]2[CH:3]=[CH:4][CH:5]=[CH:6][CH:7]=2)[CH2:9][NH:10][C:11]2[N:19]=[C:18]([CH2:20][NH:21][C:22](=[O:33])[N:23]([CH3:32])[CH2:24][CH2:25][C:26]3[CH:31]=[CH:30][CH:29]=[CH:28][N:27]=3)[N:17]=[C:16]3[C:12]=2[N:13]=[CH:14][NH:15]3)[CH:41]=[CH:42][CH:43]=[CH:44][CH:45]=1. Procedure: Aqueous hydrochloric acid (2M, 5 ml) was added to a solution of N′-({6-[(2,2-diphenylethyl)amino]-9-tetrahydro-2H-pyran-2-yl-9H-purin-2-yl}methyl)-N-methyl-N-[2-(2-pyridinyl)ethyl]urea (Preparation 25) in methanol (50 ml). The solution was stirred for 16 hours at room temperature. The solvent was removed under reduced pressure. The residue was dissolved in ethyl acetate (100 ml) and the solution was washed with saturated aqueous sodium hydrogen carbonate solution (50 ml) and then dried over anhy... Reactants: BrC1=CC(=C(C=C1)C=1N=CC(=NC1)N)C (5-(4-bromo-2-methylphenyl)pyrazin-2-amine), CN(S(=O)(=O)C1=C(C=CC=C1)B(O)O)C ((2-(N,N-dimethylsulfamoyl)phenyl)boronic acid). Yields the product NC=1N=CC(=NC1)C1=C(C=C(C=C1)C=1C(=CC=CC1)S(=O)(=O)N(C)C)C (4′-(5-Aminopyrazin-2-yl)-N,N,3′-trimethylbiphenyl-2-sulfonamide). As a reaction SMILES: Br[C:2]1[CH:7]=[CH:6][C:5]([C:8]2[N:9]=[CH:10][C:11]([NH2:14])=[N:12][CH:13]=2)=[C:4]([CH3:15])[CH:3]=1.[CH3:16][N:17]([CH3:30])[S:18]([C:21]1[CH:26]=[CH:25][CH:24]=[CH:23][C:22]=1B(O)O)(=[O:20])=[O:19]>>[NH2:14][C:11]1[N:12]=[CH:13][C:8]([C:5]2[CH:6]=[CH:7][C:2]([C:22]3[C:21]([S:18]([N:17]([CH3:30])[CH3:16])(=[O:19])=[O:20])=[CH:26][CH:25]=[CH:24][CH:23]=3)=[CH:3][C:4]=2[CH3:15])=[N:9][CH:10]=1. Procedure details: The title compound was prepared in a manner similar to that described in Example 589 using 5-(4-bromo-2-methylphenyl)pyrazin-2-amine and (2-(N,N-dimethylsulfamoyl)phenyl)boronic acid. MS (ESI): mass calcd. for C19H20N4O2S, 368.46; m/z found, 369.1 [M+H]+. 1H NMR (500 MHz, CDCl3) δ 8.16 (d, J=1.5, 1H), 8.12 (dd, J=8.0, 1.3, 1H), 8.10 (d, J=1.5, 1H), 7.60-7.55 (m, 1H), 7.52-7.47 (m, 1H), 7.43 (d, J=7.8, 1H), 7.35-7.29 (m, 3H), 4.77 (s, 2H), 2.44 (s, 3H), 2.42 (s, 6H).